Dataset: the Open Reaction Database (ORD), a public repository of structured organic reaction records. Task: describe an organic reaction: reactants, conditions, products, and yield The product is CC(=O)NS(=O)(=O)c1cc(C(=O)O)cc(NCc2ccccc2)c1Oc1ccccc1. RXN SMILES: [CH3:37][C:38](=[O:39])[OH:40].[CH:25](=[O:26])[c:27]1[cH:28][cH:29][cH:30][cH:31][cH:32]1.[H:33][H:34].[NH2:1][c:2]1[cH:3][c:4]([C:5](=[O:6])[OH:7])[cH:8][c:9]([S:18]([NH:19][C:20]([CH3:21])=[O:22])(=[O:23])=[O:24])[c:10]1[O:11][c:12]1[cH:13][cH:14][cH:15][cH:16][cH:17]1.[Pt:35]=[O:36]>>[NH:1]([c:2]1[cH:3][c:4]([C:5](=[O:6])[OH:7])[cH:8][c:9]([S:18]([NH:19][C:20]([CH3:21])=[O:22])(=[O:23])=[O:24])[c:10]1[O:11][c:12]1[cH:13][cH:14][cH:15][cH:16][cH:17]1)[CH2:25][c:27]1[cH:28][cH:29][cH:30][cH:31][cH:32]1. Reactants: CC(=O)O, O=Cc1ccccc1, [H][H], CC(=O)NS(=O)(=O)c1cc(C(=O)O)cc(N)c1Oc1ccccc1, O=[Pt]. Reactants: CC(C)(C)OC(=O)Nc1ccccc1NC(=O)c1ccc(C#N)nc1, C1CCOC1, CO. Product: CC(C)(C)OC(=O)Nc1ccccc1NC(=O)c1ccc(CN)nc1. Reaction SMILES: [C:1]([CH3:2])([CH3:3])([CH3:4])[O:5][C:6]([NH:7][c:8]1[c:9]([NH:14][C:15](=[O:16])[c:17]2[cH:18][n:19][c:20]([C:23]#[N:24])[cH:21][cH:22]2)[cH:10][cH:11][cH:12][cH:13]1)=[O:25].[CH2:26]1[O:27][CH2:28][CH2:29][CH2:30]1.[CH3:31][OH:32]>>[C:1]([CH3:2])([CH3:3])([CH3:4])[O:5][C:6]([NH:7][c:8]1[c:9]([NH:14][C:15](=[O:16])[c:17]2[cH:18][n:19][c:20]([CH2:23][NH2:24])[cH:21][cH:22]2)[cH:10][cH:11][cH:12][cH:13]1)=[O:25]. The reactants are C1CCOC1, Nc1ccc(OCCN2CCOCC2)c2ccccc12, O=C=NC1CC1c1ccccc1. The product is O=C(Nc1ccc(OCCN2CCOCC2)c2ccccc12)NC1CC1c1ccccc1. As a reaction SMILES: [CH2:33]1[O:34][CH2:35][CH2:36][CH2:37]1.[O:1]1[CH2:2][CH2:3][N:4]([CH2:7][CH2:8][O:9][c:10]2[cH:11][cH:12][c:13]([NH2:20])[c:14]3[cH:15][cH:16][cH:17][cH:18][c:19]23)[CH2:5][CH2:6]1.[c:21]1([CH:27]2[CH:28]([N:30]=[C:31]=[O:32])[CH2:29]2)[cH:22][cH:23][cH:24][cH:25][cH:26]1>>[O:1]1[CH2:2][CH2:3][N:4]([CH2:7][CH2:8][O:9][c:10]2[cH:11][cH:12][c:13]([NH:20][C:31]([NH:30][CH:28]3[CH:27]([c:21]4[cH:22][cH:23][cH:24][cH:25][cH:26]4)[CH2:29]3)=[O:32])[c:14]3[cH:15][cH:16][cH:17][cH:18][c:19]23)[CH2:5][CH2:6]1.